Task: describe an organic reaction: reactants, conditions, products, and yield. Dataset: the Open Reaction Database (ORD), a public repository of structured organic reaction records Reactants: [Br-], BrCCCCCCCCCCCCBr, CCOC(C)=O, [Mg+]C1CCCCC1, C1CCOC1, O=S(=O)(O)O. The product is BrCCCCCCCCCCCCC1CCCCC1. RXN SMILES: [Br-:15].[Br:1][CH2:2][CH2:3][CH2:4][CH2:5][CH2:6][CH2:7][CH2:8][CH2:9][CH2:10][CH2:11][CH2:12][CH2:13][Br:14].[CH3:28][CH2:29][O:30][C:31](=[O:32])[CH3:33].[CH:16]1([Mg+:22])[CH2:17][CH2:18][CH2:19][CH2:20][CH2:21]1.[O:34]1[CH2:35][CH2:36][CH2:37][CH2:38]1.[S:23](=[O:24])(=[O:25])([OH:26])[OH:27]>>[CH2:2]([CH2:3][CH2:4][CH2:5][CH2:6][CH2:7][CH2:8][CH2:9][CH2:10][CH2:11][CH2:12][CH2:13][Br:14])[CH:16]1[CH2:17][CH2:18][CH2:19][CH2:20][CH2:21]1. Reactants: BrC1=CC=C(C=C1)C(CO)CO (2-(4-bromophenyl)propane-1,3-diol), C(C)(=O)OC=C (vinyl acetate). Reaction conditions: time 11 hour. Product: C(C)(=O)OCC(CO)C1=CC=C(C=C1)Br ((−)-2-(4-bromophenyl)-3-hydroxypropyl acetate). Isolated yield 65.0%. As a reaction SMILES: [Br:1][C:2]1[CH:7]=[CH:6][C:5]([CH:8]([CH2:11][OH:12])[CH2:9][OH:10])=[CH:4][CH:3]=1.[C:13](OC=C)(=[O:15])[CH3:14]>>[C:13]([O:10][CH2:9][CH:8]([C:5]1[CH:4]=[CH:3][C:2]([Br:1])=[CH:7][CH:6]=1)[CH2:11][OH:12])(=[O:15])[CH3:14]. Procedure details: To a solution of 2-(4-bromophenyl)propane-1,3-diol (9.01 g, 39.0 mmol) in vinyl acetate (100 ml) was added Lipase AK Amano (purchased from WAKO, 12.0 g) at room temperature. The mixture was stirred at room temperature for 11 hours and filtered through a pad of Celite to remove solid materials. After concentration, to the residue dissolved into ethanol (35 ml) and diisopropyl ether (200 ml) was added Lipase from porcine pancreas (type II, purchased from SIGMA, 22.2 g). The mixture was stirred at ... Reaction SMILES: [C:1]1([C:7]([C:13]2[CH:18]=[CH:17][CH:16]=[CH:15][CH:14]=2)(O)[CH2:8][CH2:9][CH2:10][OH:11])[CH:6]=[CH:5][CH:4]=[CH:3][CH:2]=1.S(=O)(=O)(O)O>CO.[Pd]>[C:13]1([CH:7]([C:1]2[CH:2]=[CH:3][CH:4]=[CH:5][CH:6]=2)[CH2:8][CH2:9][CH2:10][OH:11])[CH:14]=[CH:15][CH:16]=[CH:17][CH:18]=1. The solvent is CO (methanol). Procedure: 11.2 g (46.2 mmol) of 1,1-diphenyl-1,4-butanediol was hydrogenated (45° C., 5 atm) in 100 ml of methanol in the presence of 0.5 ml of concentrated sulfuric acid and 10% palladium/carbon to obtain the title compound. Product: C1(=CC=CC=C1)C(CCCO)C1=CC=CC=C1 (4,4-diphenylbutane-1-ol). Reactants: C1(=CC=CC=C1)C(CCCO)(O)C1=CC=CC=C1 (1,1-diphenyl-1,4-butanediol), S(O)(O)(=O)=O (sulfuric acid). Reagents/catalysts: [Pd] (palladium/carbon). Starting materials: ClC1=NC=NC2=CC(=C(C=C12)OCCOC)OCCOC (4-chloro-6,7-bis (2-methoxyethoxy) quinazoline), Cl (hydrochloric acid), C1(=CC=CC=C1)C (toluene), NC=1C=C(C=CC1)C#C (3-aminophenyl acetylene). Solvent: C(C)#N (acetonitrile). Reaction conditions: temperature 37.5 celsius, time 6 hour. Product: COCCOC=1C=C2C(=CC1OCCOC)N=CN=C2NC=3C=CC=C(C3)C#C.Cl (erlotinib hydrochloride). Yield: 91.9%. Reaction SMILES: [Cl:1][C:2]1[C:11]2[C:6](=[CH:7][C:8]([O:17][CH2:18][CH2:19][O:20][CH3:21])=[C:9]([O:12][CH2:13][CH2:14][O:15][CH3:16])[CH:10]=2)[N:5]=[CH:4][N:3]=1.C1(C)C=CC=CC=1.[NH2:29][C:30]1[CH:31]=[C:32]([C:36]#[CH:37])[CH:33]=[CH:34][CH:35]=1.Cl>C(#N)C>[CH3:16][O:15][CH2:14][CH2:13][O:12][C:9]1[CH:10]=[C:11]2[C:2]([NH:29][C:30]3[CH:35]=[CH:34][CH:33]=[C:32]([C:36]#[CH:37])[CH:31]=3)=[N:3][CH:4]=[N:5][C:6]2=[CH:7][C:8]=1[O:17][CH2:18][CH2:19][O:20][CH3:21].[ClH:1] |f:5.6|. Procedure: 1.98 Kg of 4-chloro-6,7-bis (2-methoxyethoxy) quinazoline was suspended in 30 litres of acetonitrile and 10 litres of toluene and 1.0 Kg of 3-aminophenyl acetylene was charged at 25-30° C. and hydrochloric acid was added. The reaction mass was heated and stirred at 35-40° C. for 6 hours. The solid obtained was filtered and washed with a mixture of acetonitrile and toluene. The product was dried at 38-40° C. to obtain 2.5 Kg of erlotinib hydrochloride. Starting materials: O=C1CCC(=O)N1Br, CN(C)C=O, O, c1cc2c(cn1)-c1sccc1CCO2. Product: Brc1cc2c(s1)-c1cnccc1OCC2. As a reaction SMILES: [Br:1][N:2]1[C:3](=[O:4])[CH2:5][CH2:6][C:7]1=[O:8].[CH3:24][N:25]([CH3:26])[CH:27]=[O:28].[OH2:23].[s:9]1[cH:10][cH:11][c:12]2[c:13]1-[c:14]1[c:15]([cH:19][cH:20][n:21][cH:22]1)[O:16][CH2:17][CH2:18]2>>[Br:1][c:10]1[s:9][c:13]2[c:12]([cH:11]1)[CH2:18][CH2:17][O:16][c:15]1[c:14]-2[cH:22][n:21][cH:20][cH:19]1. Reactants: Cl.C1(CCCCC1)N(C(=O)NC=1SC(=CN1)CN1CCNCC1)C1CCCCC1 (1,1-dicyclohexyl-3-(5-piperazin-1-ylmethyl-thiazol-2-yl)-urea hydrochloride), CCN(C(C)C)C(C)C (DIEA), CN1C=NC(=C1)S(=O)(=O)Cl (N-methylimidazole-4-sulfonyl chloride). Isolated yield 66.1%. Reaction SMILES: Cl.[CH:2]1([N:8]([CH:24]2[CH2:29][CH2:28][CH2:27][CH2:26][CH2:25]2)[C:9]([NH:11][C:12]2[S:13][C:14]([CH2:17][N:18]3[CH2:23][CH2:22][NH:21][CH2:20][CH2:19]3)=[CH:15][N:16]=2)=[O:10])[CH2:7][CH2:6][CH2:5][CH2:4][CH2:3]1.CCN(C(C)C)C(C)C.[CH3:39][N:40]1[CH:44]=[C:43]([S:45](Cl)(=[O:47])=[O:46])[N:42]=[CH:41]1>>[CH:24]1([N:8]([CH:2]2[CH2:7][CH2:6][CH2:5][CH2:4][CH2:3]2)[C:9]([NH:11][C:12]2[S:13][C:14]([CH2:17][N:18]3[CH2:23][CH2:22][N:21]([S:45]([C:43]4[N:42]=[CH:41][N:40]([CH3:39])[CH:44]=4)(=[O:47])=[O:46])[CH2:20][CH2:19]3)=[CH:15][N:16]=2)=[O:10])[CH2:29][CH2:28][CH2:27][CH2:26][CH2:25]1 |f:0.1|. Reported procedure: Prepared as described in general procedure (Q) using 1,1-dicyclohexyl-3-(5-piperazin-1-ylmethyl-thiazol-2-yl)-urea hydrochloride (27 mg, 0.055 mmol), DIEA (29 μL, 0.17 mmol) and N-methylimidazole-4-sulfonyl chloride (20 mg, 0.11 mmol) to afford 20 mg (66%) of the desired product after purification. Yields the product C1(CCCCC1)N(C(=O)NC=1SC(=CN1)CN1CCN(CC1)S(=O)(=O)C=1N=CN(C1)C)C1CCCCC1 (1,1-Dicyclohexyl-3-{5-[4-(1-methyl-1H-imidazole-4-sulfonyl)-piperazin-1-ylmethyl]-thiazol-2-yl}-urea). Reactants: CCOC(C)=O, CN(C)C=O, CC(C)(C)ON=O, CCOC(=O)C1CCc2cc(Cc3cnc(N)s3)ccc2C1. Yields the product CCOC(=O)C1CCc2cc(Cc3cncs3)ccc2C1. RXN SMILES: [CH3:35][CH2:36][O:37][C:38](=[O:39])[CH3:40].[CH3:8][N:9]([CH3:10])[CH:11]=[O:12].[N:1]([O:2][C:3]([CH3:4])([CH3:5])[CH3:6])=[O:7].[NH2:13][c:14]1[s:15][c:16]([CH2:19][c:20]2[cH:21][c:22]3[c:27]([cH:28][cH:29]2)[CH2:26][CH:25]([C:30](=[O:31])[O:32][CH2:33][CH3:34])[CH2:24][CH2:23]3)[cH:17][n:18]1>>[cH:14]1[s:15][c:16]([CH2:19][c:20]2[cH:21][c:22]3[c:27]([cH:28][cH:29]2)[CH2:26][CH:25]([C:30](=[O:31])[O:32][CH2:33][CH3:34])[CH2:24][CH2:23]3)[cH:17][n:18]1. Reactants: CCOC(=O)/N=N/C(=O)OCC (Diethylazodicarboxylate), OCC1=CC=NC2=CC=CC=C12 (4-(hydroxymethyl)quinoline), C1(=CC=CC=C1)P(C1=CC=CC=C1)C1=CC=CC=C1 (triphenyl phosphine), ON1C(C=2C(C1=O)=CC=CC2)=O (N-hydroxyphthalimide). The solvent is C1CCOC1 (THF), CCOCC (Et2O). Run at time 8 hour. Product: N1=CC=C(C2=CC=CC=C12)CON1C(C=2C(C1=O)=CC=CC2)=O (N-(4-quinolyl)methoxyphthalimide). The yield is 88.4%. Reaction SMILES: [OH:1][CH2:2][C:3]1[C:12]2[C:7](=[CH:8][CH:9]=[CH:10][CH:11]=2)[N:6]=[CH:5][CH:4]=1.C1(P(C2C=CC=CC=2)C2C=CC=CC=2)C=CC=CC=1.O[N:33]1[C:37](=[O:38])[C:36]2=[CH:39][CH:40]=[CH:41][CH:42]=[C:35]2[C:34]1=[O:43].CCOC(/N=N/C(OCC)=O)=O>C1COCC1.CCOCC>[N:6]1[C:7]2[C:12](=[CH:11][CH:10]=[CH:9][CH:8]=2)[C:3]([CH2:2][O:1][N:33]2[C:34](=[O:43])[C:35]3=[CH:42][CH:41]=[CH:40][CH:39]=[C:36]3[C:37]2=[O:38])=[CH:4][CH:5]=1. Procedure: 4-(hydroxymethyl)quinoline (1.20 g, 7.55 mmol), triphenyl phosphine (2.27 g, 8.66 mmol, 1.15 equiv) and N-hydroxyphthalimide (1.42 g, 8.71 mmol, 1.15 equiv) were dissolved in 40 mL of dry THF. Diethylazodicarboxylate (1.44 mL, 9.15 mmol, 1.21 equiv) was then added dropwise and the reaction was stirred overnight. The reaction mixture was then diluted with 50 mL of Et2O and filtered. The resulting solid was dissolved in dichloromethane and washed with 1N NaOH, H2O and brine. The organic portion wa... Reactants: C(C)(C)(C)OC(=O)N1CCC(CC1)(C(=O)O)C1=CC(=C(C=C1)Cl)Cl (1-(tert-butoxycarbonyl)-4-(3,4-dichlorophenyl)piperidine-4-carboxylic acid), TEA, CN(C)C=O (DMF), C=1C=CC(=CC1)P(=O)(C=2C=CC=CC2)N=[N+]=[N-] (DPPA). Run in CCOC(=O)C (EtOAc). Run at time 2 hour. The product is ClC=1C=C(C=CC1Cl)C1(CCN(CC1)C(=O)OC(C)(C)C)N=C=O (tert-butyl 4-(3,4-dichlorophenyl)-4-isocyanatopiperidine-1-carboxylate). Isolated yield 91.0%. RXN SMILES: [C:1]([O:5][C:6]([N:8]1[CH2:13][CH2:12][C:11]([C:17]2[CH:22]=[CH:21][C:20]([Cl:23])=[C:19]([Cl:24])[CH:18]=2)(C(O)=O)[CH2:10][CH2:9]1)=[O:7])([CH3:4])([CH3:3])[CH3:2].C1C=CC(P(N=[N+]=[N-])(C2C=CC=CC=2)=O)=CC=1.C[N:43]([CH:45]=[O:46])C>CCOC(C)=O>[Cl:24][C:19]1[CH:18]=[C:17]([C:11]2([N:43]=[C:45]=[O:46])[CH2:12][CH2:13][N:8]([C:6]([O:5][C:1]([CH3:3])([CH3:2])[CH3:4])=[O:7])[CH2:9][CH2:10]2)[CH:22]=[CH:21][C:20]=1[Cl:23]. Procedure: To a stirred solution of 358 (187 mg, 0.4997 mmol) in DMF (1.5 mL) at RT under nitrogen was added TEA (167.1 μL, 1.199 mmol) neat via syringe followed by DPPA (129.6 μL, 0.5996 mmol) neat by syringe. The solution was stirred for 2 h at RT then warmed to 60° C. After 3 h at 60° C., the reaction was cooled to RT and diluted to 30 mL with EtOAc. The organic extract was washed with H2O (3×30 mL) and brine (1×30 mL). The organics were dried (MgSO4), filtered and concentrated to afford 170 mg (91%) of...